From a dataset of the Open Reaction Database (ORD), a public repository of structured organic reaction records. describe an organic reaction: reactants, conditions, products, and yield Reactants: CCCc1ccc2c(c1)C(=O)NC2=O, CN(C)C=O, O=C(Cl)c1cc(Oc2ccc(Br)cc2Br)ccc1[N+](=O)[O-], O. The product is CCCc1ccc2c(c1)C(=O)N(C(=O)c1cc(Oc3ccc(Br)cc3Br)ccc1[N+](=O)[O-])C2=O. RXN SMILES: [CH2:1]([CH2:2][CH3:3])[c:4]1[cH:5][c:6]2[c:7]([cH:13][cH:14]1)[C:8](=[O:9])[NH:10][C:11]2=[O:12].[CH3:37][N:38]([CH3:39])[CH:40]=[O:41].[N+:15](=[O:16])([O-:17])[c:18]1[c:19]([C:20](=[O:21])[Cl:22])[cH:23][c:24]([O:27][c:28]2[c:29]([Br:35])[cH:30][c:31]([Br:34])[cH:32][cH:33]2)[cH:25][cH:26]1.[OH2:36]>>[CH2:1]([CH2:2][CH3:3])[c:4]1[cH:5][c:6]2[c:7]([cH:13][cH:14]1)[C:8](=[O:9])[N:10]([C:20]([c:19]1[c:18]([N+:15](=[O:16])[O-:17])[cH:26][cH:25][c:24]([O:27][c:28]3[c:29]([Br:35])[cH:30][c:31]([Br:34])[cH:32][cH:33]3)[cH:23]1)=[O:21])[C:11]2=[O:12].